Dataset: the Open Reaction Database (ORD), a public repository of structured organic reaction records. Task: describe an organic reaction: reactants, conditions, products, and yield The reactants are C(#N)C1=CC=C(C=C1)C1=NC(=NO1)C=O (5-(4-cyanophenyl)-3-formyl-1,2,4-oxadiazole), C(CC(=O)O)(=O)O (malonic acid), N1CCCCC1 (piperidine). The solvent is N1=CC=CC=C1 (pyridine). Product: C(=O)(O)/C=C/C1=NOC(=N1)C1=CC=C(C=C1)C#N (3-{(E)-2-carboxyvinyl}-5-(4-cyanophenyl)-1,2,4-oxadiazole). Isolated yield 49.5%. As a reaction SMILES: [C:1]([C:3]1[CH:8]=[CH:7][C:6]([C:9]2[O:13][N:12]=[C:11]([CH:14]=O)[N:10]=2)=[CH:5][CH:4]=1)#[N:2].C(O)(=O)[CH2:17][C:18]([OH:20])=[O:19].N1CCCCC1>N1C=CC=CC=1>[C:18](/[CH:17]=[CH:14]/[C:11]1[N:10]=[C:9]([C:6]2[CH:5]=[CH:4][C:3]([C:1]#[N:2])=[CH:8][CH:7]=2)[O:13][N:12]=1)([OH:20])=[O:19]. Procedure: A mixture of 5-(4-cyanophenyl)-3-formyl-1,2,4-oxadiazole (2.0 g), malonic acid (4.18 g) and piperidine (0.50 ml) in pyridine (20 ml) was refluxed for 1 hour. After cooling to room temperature, the mixture was evaporated in vacuo. The residue was dissolved in ethyl acetate, acidified to pH 2.0 with 4N hydrochloric acid washed with water and brine, dried over magnesium sulfate, and evaporated in vacuo. The residue was recrystallized from ethanol to give 3-{(E)-2-carboxyvinyl}-5-(4-cyanophenyl)-1,2... Starting materials: CS(=O)(=O)CN1C2=C(OCC1=O)N=C(C(=C2)C2=CC=CC=C2)C2=CC=C(C=C2)C2(CCC2)NC(OC(C)(C)C)=O (tert-Butyl 1-(4-(1-(methylsulfonylmethyl)-2-oxo-7-phenyl-2,3-dihydro-1H-pyrido[2,3-b][1,4]oxazin-6-yl)phenyl)cyclobutylcarbamate). The solvent is C(=O)(C(F)(F)F)O (TFA). Run at time 30 second. Yields the product NC1(CCC1)C1=CC=C(C=C1)C=1C(=CC2=C(OCC(N2CS(=O)(=O)C)=O)N1)C1=CC=CC=C1 (6-(4-(1-aminocyclobutyl)phenyl)-1-(methylsulfonylmethyl)-7-phenyl-1H-pyrido[2,3-b][1,4]oxazin-2(3H)-one). Yield: 120.8%. As a reaction SMILES: [CH3:1][S:2]([CH2:5][N:6]1[C:11](=[O:12])[CH2:10][O:9][C:8]2[N:13]=[C:14]([C:23]3[CH:28]=[CH:27][C:26]([C:29]4([NH:33]C(=O)OC(C)(C)C)[CH2:32][CH2:31][CH2:30]4)=[CH:25][CH:24]=3)[C:15]([C:17]3[CH:22]=[CH:21][CH:20]=[CH:19][CH:18]=3)=[CH:16][C:7]1=2)(=[O:4])=[O:3]>C(O)(C(F)(F)F)=O>[NH2:33][C:29]1([C:26]2[CH:27]=[CH:28][C:23]([C:14]3[C:15]([C:17]4[CH:18]=[CH:19][CH:20]=[CH:21][CH:22]=4)=[CH:16][C:7]4[N:6]([CH2:5][S:2]([CH3:1])(=[O:4])=[O:3])[C:11](=[O:12])[CH2:10][O:9][C:8]=4[N:13]=3)=[CH:24][CH:25]=2)[CH2:32][CH2:31][CH2:30]1. Reported procedure: tert-Butyl 1-(4-(1-(methylsulfonylmethyl)-2-oxo-7-phenyl-2,3-dihydro-1H-pyrido[2,3-b][1,4]oxazin-6-yl)phenyl)cyclobutylcarbamate (28 mg, 0.050 mmol) was dissolved in TFA (2 mL) and stirred for 30 seconds. The solution was immediately concentrated to dryness under reduced pressure. The residue was dissolved in diethyl ether (˜3 mL) and concentrated to dryness under reduced pressure three times. The residue was then slurried in diethyl ether (3 mL) and after settling the supernatant solvent remove... Procedure: The crude compound of step 1 was reacted analogously as described in example 1, step 7, the obtained product dissolved in a small quantity of MOH, mixed with hydrochloric acid (0.1 M) and lyophilized overnight to give 27.6 mg of the title compound in the form of the 2-{4-[2-(2,6-dimethyl-phenoxy)-1-phenyl-1H-pyrrolo[3,2-b]pyridine-3-carbonyl]-piperazin-2-yl}-N-methyl-acetamide dihydrochloride. RXN SMILES: C(OC([N:8]1[CH2:13][CH2:12][N:11]([C:14]([C:16]2[C:20]3=[N:21][CH:22]=[CH:23][CH:24]=[C:19]3[N:18]([C:25]3[CH:30]=[CH:29][CH:28]=[CH:27][CH:26]=3)[C:17]=2[O:31][C:32]2[C:37]([CH3:38])=[CH:36][CH:35]=[CH:34][C:33]=2[CH3:39])=[O:15])[CH2:10][CH:9]1[CH2:40][C:41](=[O:44])[NH:42][CH3:43])=O)(C)(C)C.Cl.Cl.Cl.CC1C=CC=C(C)C=1OC1N(C2C=CC=CC=2)C2C(=NC=CC=2)C=1C(N1CCNC(CC(NC)=O)C1)=O>>[CH3:39][C:33]1[CH:34]=[CH:35][CH:36]=[C:37]([CH3:38])[C:32]=1[O:31][C:17]1[N:18]([C:25]2[CH:30]=[CH:29][CH:28]=[CH:27][CH:26]=2)[C:19]2[C:20](=[N:21][CH:22]=[CH:23][CH:24]=2)[C:16]=1[C:14]([N:11]1[CH2:12][CH2:13][NH:8][CH:9]([CH2:40][C:41]([NH:42][CH3:43])=[O:44])[CH2:10]1)=[O:15] |f:2.3.4|. The product is CC1=C(OC2=C(C3=NC=CC=C3N2C2=CC=CC=C2)C(=O)N2CC(NCC2)CC(=O)NC)C(=CC=C1)C (2-{4-[2-(2,6-Dimethyl-phenoxy)-1-phenyl-1H-pyrrolo[3,2-b]pyridine-3-carbonyl]-piperazin-2-yl}-N-methyl-acetamide). Starting materials: C(C)(C)(C)OC(=O)N1C(CN(CC1)C(=O)C1=C(N(C=2C1=NC=CC2)C2=CC=CC=C2)OC2=C(C=CC=C2C)C)CC(NC)=O (4-[2-(2,6-Dimethyl-phenoxy)-1-phenyl-1H-pyrrolo[3,2-b]pyridine-3-carbonyl]-2-methylcarbamoylmethyl-piperazine-1-carboxylic acid tert-butyl ester), Cl.Cl.CC1=C(OC2=C(C3=NC=CC=C3N2C2=CC=CC=C2)C(=O)N2CC(NCC2)CC(=O)NC)C(=CC=C1)C (2-{4-[2-(2,6-dimethyl-phenoxy)-1-phenyl-1H-pyrrolo[3,2-b]pyridine-3-carbonyl]-piperazin-2-yl}-N-methyl-acetamide dihydrochloride), Cl (hydrochloric acid). Reaction conditions: time 8 hour.